Dataset: the Open Reaction Database (ORD), a public repository of structured organic reaction records. Task: describe an organic reaction: reactants, conditions, products, and yield Yields the product ClC=1C(=NC=C(C1)Cl)N(S(=O)(=O)C1=C(C=C(C(=O)OC)C=C1)CC)CC=1C=C2C=NN(C2=CC1)C (Methyl 4-(N-(3,5-dichloropyridin-2-yl)-N-((1-methyl-1H-indazol-5-yl)methyl)sulfamoyl)-3-ethylbenzoate). As a reaction SMILES: [Cl:1][C:2]1[C:3](F)=[N:4][CH:5]=[C:6]([Cl:8])[CH:7]=1.[CH2:10]([C:12]1[CH:13]=[C:14]([CH:19]=[CH:20][C:21]=1[S:22](=[O:36])(=[O:35])[NH:23][CH2:24][C:25]1[CH:26]=[C:27]2[C:31](=[CH:32][CH:33]=1)[N:30]([CH3:34])[N:29]=[CH:28]2)[C:15]([O:17][CH3:18])=[O:16])[CH3:11]>>[Cl:1][C:2]1[C:3]([N:23]([CH2:24][C:25]2[CH:26]=[C:27]3[C:31](=[CH:32][CH:33]=2)[N:30]([CH3:34])[N:29]=[CH:28]3)[S:22]([C:21]2[CH:20]=[CH:19][C:14]([C:15]([O:17][CH3:18])=[O:16])=[CH:13][C:12]=2[CH2:10][CH3:11])(=[O:36])=[O:35])=[N:4][CH:5]=[C:6]([Cl:8])[CH:7]=1. The reactants are ClC=1C(=NC=C(C1)Cl)F (3,5-dichloro-2-fluoropyridine), C(C)C=1C=C(C(=O)OC)C=CC1S(NCC=1C=C2C=NN(C2=CC1)C)(=O)=O (methyl 3-ethyl-4-(N-((1-methyl-1H-indazol-5-yl)methyl)sulfamoyl)benzoate). Reported procedure: The titled compound was prepared according to the procedure described in step-2 of Example 1 from 3,5-dichloro-2-fluoropyridine and methyl 3-ethyl-4-(N-((1-methyl-1H-indazol-5-yl)methyl)sulfamoyl)benzoate (step-2 of Example 4).